This data is from the Open Reaction Database (ORD), a public repository of structured organic reaction records. The task is: describe an organic reaction: reactants, conditions, products, and yield The reactants are C1(=CC=CC=C1)/C(=C(/C=1C=C2C=NN(C2=CC1)C1OCCCC1)\C1=CC=C(C=O)C=C1)/CC ((E)-4-(2-phenyl-1-(1-(tetrahydro-2H-pyran-2-yl)-1H-indazol-5-yl)but-1-en-1-yl)benzaldehyde), C1CCOC1 (THF), C(C)OP(=O)(OCC)C(C(=O)OCC)C (ethyl 2-(diethoxyphosphoryl)propanoate), [H-].[Na+] (NaH), C1CCOC1 (THF). Run at temperature 0 celsius, time 1 hour. The product is C/C(/C(=O)OCC)=C\C1=CC=C(C=C1)/C(=C(/CC)\C1=CC=CC=C1)/C=1C=C2C=NN(C2=CC1)C1OCCCC1 ((E)-Ethyl 2-methyl-3-(4-((E)-2-phenyl-1-(1-(tetrahydro-2H-pyran-2-yl)-1H-indazol-5-yl)but-1-en-1-yl)phenyl)acrylate). As a reaction SMILES: [H-].[Na+].C(OP([CH:11]([CH3:17])[C:12]([O:14][CH2:15][CH3:16])=[O:13])(OCC)=O)C.[C:18]1(/[C:24](/[CH2:49][CH3:50])=[C:25](\[C:41]2[CH:48]=[CH:47][C:44](C=O)=[CH:43][CH:42]=2)/[C:26]2[CH:27]=[C:28]3[C:32](=[CH:33][CH:34]=2)[N:31]([CH:35]2[CH2:40][CH2:39][CH2:38][CH2:37][O:36]2)[N:30]=[CH:29]3)[CH:23]=[CH:22][CH:21]=[CH:20][CH:19]=1.[CH2:51]1COCC1>>[CH3:51]/[C:11](=[CH:17]\[C:44]1[CH:47]=[CH:48][C:41](/[C:25](/[C:26]2[CH:27]=[C:28]3[C:32](=[CH:33][CH:34]=2)[N:31]([CH:35]2[CH2:40][CH2:39][CH2:38][CH2:37][O:36]2)[N:30]=[CH:29]3)=[C:24](\[C:18]2[CH:23]=[CH:22][CH:21]=[CH:20][CH:19]=2)/[CH2:49][CH3:50])=[CH:42][CH:43]=1)/[C:12]([O:14][CH2:15][CH3:16])=[O:13] |f:0.1|. Procedure details: To a suspension of NaH (80 mg, 2 mmol, 60% dispersion in mineral oil) in THF (10 mL) at 0° C., ethyl 2-(diethoxyphosphoryl)propanoate (0.36 g, 1.5 mmol) was added. The reaction was stirred at 0° C. for 1 h, and then a THF solution of (E)-4-(2-phenyl-1-(1-(tetrahydro-2H-pyran-2-yl)-1H-indazol-5-yl)but-1-en-1-yl)benzaldehyde (0.44 g, 1 mmol) was added. The resulting mixture was gradually warmed to room temperature and stirred overnight. The reaction mixture was quenched with saturated ammonium chl... Starting materials: C(C1=CC=CC=C1)N1CCOC2=C1C=C(C=C2)CC=2C=C(C=CC2Cl)[C@@]2(O[C@@H]([C@H]([C@@H]([C@H]2O)O)O)CO)OC ((2S,3R,4S,5S,6R)-2-[3-(4-benzyl-3,4-dihydro-2H-benzo[1,4]oxazin-6-yl methyl)-4-chloro-phenyl]-6-hydroxymethyl-2-methoxy-tetrahydro-pyran-3,4,5-triol), B(F)(F)F (boron trifluoride), complex, C(C)[SiH](CC)CC (triethylsilane). Run in C(C)#N.ClCCl (acetonitrile dichloromethane). Reaction conditions: time 4 hour. The product is C(C1=CC=CC=C1)N1CCOC2=C1C=C(C=C2)CC=2C=C(C=CC2Cl)[C@@H]2O[C@@H]([C@H]([C@@H]([C@H]2O)O)O)CO ((2S,3R,4R,5S,6R)-2-[3-(4-benzyl-3,4-dihydro-2H-benzo[1,4]oxazin-6-ylmethyl)-4-chloro-phenyl]-6-hydroxymethyl-tetrahydro-pyran-3,4,5-triol). Isolated yield 74.0%. Reaction SMILES: [CH2:1]([N:8]1[C:13]2[CH:14]=[C:15]([CH2:18][C:19]3[CH:20]=[C:21]([C@@:26]4(OC)[C@H:31]([OH:32])[C@@H:30]([OH:33])[C@H:29]([OH:34])[C@@H:28]([CH2:35][OH:36])[O:27]4)[CH:22]=[CH:23][C:24]=3[Cl:25])[CH:16]=[CH:17][C:12]=2[O:11][CH2:10][CH2:9]1)[C:2]1[CH:7]=[CH:6][CH:5]=[CH:4][CH:3]=1.B(F)(F)F.C([SiH](CC)CC)C>C(#N)C.ClCCl>[CH2:1]([N:8]1[C:13]2[CH:14]=[C:15]([CH2:18][C:19]3[CH:20]=[C:21]([C@H:26]4[C@H:31]([OH:32])[C@@H:30]([OH:33])[C@H:29]([OH:34])[C@@H:28]([CH2:35][OH:36])[O:27]4)[CH:22]=[CH:23][C:24]=3[Cl:25])[CH:16]=[CH:17][C:12]=2[O:11][CH2:10][CH2:9]1)[C:2]1[CH:3]=[CH:4][CH:5]=[CH:6][CH:7]=1 |f:3.4|. Procedure details: To a stirred solution of (2S,3R,4S,5S,6R)-2-[3-(4-benzyl-3,4-dihydro-2H-benzo[1,4]oxazin-6-yl methyl)-4-chloro-phenyl]-6-hydroxymethyl-2-methoxy-tetrahydro-pyran-3,4,5-triol (5.0 g, 9.24 mmol) in acetonitrile-dichloromethane mixture (1:1 mixture, 40 mL) was added boron trifluoride diethyletharate complex (2.34 mL, 18.48 mmol), and triethylsilane (5.95 mL, 36.9 mmol) at −10° C. After stirring for 4 h at the same temperature, the reaction was quenched with aq. saturated sodium bicarbonate solution... Reactants: CN1C(=NC=2C1=CC=C(C2C(=O)OC)C(=O)OC)C (dimethyl 1,2-dimethyl-4,5-benzimidazoledicarboxylate), [OH-].[Na+] (sodium hydroxide), Cl (hydrochloric acid). Reaction conditions: temperature 100 celsius, time 5 hour. The product is CN1C(=NC=2C1=CC=C(C2C(=O)O)C(=O)O)C (1,2-Dimethyl-4,5 benzimidazoledicarboxylic acid). The yield is 86.8%. Reaction SMILES: [CH3:1][N:2]1[C:6]2=[CH:7][CH:8]=[C:9]([C:15]([O:17]C)=[O:16])[C:10]([C:11]([O:13]C)=[O:12])=[C:5]2[N:4]=[C:3]1[CH3:19].[OH-].[Na+].Cl>>[CH3:1][N:2]1[C:6]2=[CH:7][CH:8]=[C:9]([C:15]([OH:17])=[O:16])[C:10]([C:11]([OH:13])=[O:12])=[C:5]2[N:4]=[C:3]1[CH3:19] |f:1.2|. Procedure: A mixture of dimethyl 1,2-dimethyl-4,5-benzimidazoledicarboxylate (1.70 g, 6.49 mmol) and 2N sodium hydroxide (25 mL, 12.5 mmol) is stirred for 5 hours at 100° C. The mixture is cooled, acidified to pH 4 with hydrochloric acid and filtered to afford the title product as a white powder (1.32 g, 86.8%), mp 305°-308° C. (dec). The reactants are COC(=O)C=1CC2N(CCN(C2=O)CC2=CC=CC=C2)C1 (7-methoxycarbonyl-2-phenylmethyl-1,2,3,4,8,8a-hexahydro-pyrrolo[1,2-a]pyrazin-1-one), [H][H] (hydrogen). The reagents and catalysts are [Pd] (Pd on charcoal). Solvent: C(C)(=O)OCC (ethyl acetate). Yields the product COC(=O)C1CC2N(CCN(C2=O)CC2=CC=CC=C2)C1 ((7SR,8aSR)-7-Methoxycarbonyl-2-phenylmethyl-1,2,3,4,6,7,8,8a-octahydro-pyrrolo[1,2-a]pyrazin-1-one). The yield is 95.1%. Reaction SMILES: [CH3:1][O:2][C:3]([C:5]1[CH2:6][CH:7]2[C:12](=[O:13])[N:11]([CH2:14][C:15]3[CH:20]=[CH:19][CH:18]=[CH:17][CH:16]=3)[CH2:10][CH2:9][N:8]2[CH:21]=1)=[O:4].[H][H]>C(OCC)(=O)C.[Pd]>[CH3:1][O:2][C:3]([CH:5]1[CH2:21][N:8]2[CH2:9][CH2:10][N:11]([CH2:14][C:15]3[CH:20]=[CH:19][CH:18]=[CH:17][CH:16]=3)[C:12](=[O:13])[CH:7]2[CH2:6]1)=[O:4]. Reported procedure: A mixture of 40.0 g (140 mmol) of 7-methoxycarbonyl-2-phenylmethyl-1,2,3,4,8,8a-hexahydro-pyrrolo[1,2-a]pyrazin-1-one (Preparation 8) and 10 g of 5% Pd on charcoal in 600 mL of ethyl acetate was shaken in a Parr apparatus under 50 psi of hydrogen gas for 6.5 h. The mixture was filtered through Celite, and the filtrate was evaporated to give 38.4 g (95%) of the title compound. 13C NMR (CDCl3): δ 31.8, 41.4, 44.8, 46.5, 49.6, 52.1, 55.2, 64.0, 127.5, 128.1, 128.7, 128.8, 136.6, 169.6, 174.8. HRMS ... Reactants: O1COC2=C1C=CC(=C2)C=2C1=C(C=C3C=CC4=C(OCO4)C23)C(OC1=O)=O (10-Benzo[1,3]dioxol-5-yl-furo[3′,4′:6,7]naphtho[1,2-d][1,3]dioxole-7,9-dione), O.NN (hydrazine hydrate), C(C)(=O)O (acetic acid), ice water. Product: O1COC2=C1C=CC(=C2)C2=C1C(=CC3=CC=C4C(=C23)OCO4)C(N(C1=O)NC(C)=O)=O (N-(10-Benzo[1,3]dioxol-5-yl-7,9-dioxo-7,9-dihydro-1,3-dioxa-8-aza-dicyclopenta[a,g]naphthalen-8-yl)-acetamide). Yield: 86.0%. RXN SMILES: [O:1]1[C:5]2[CH:6]=[CH:7][C:8]([C:10]3[C:11]4[C:25](=[O:26])[O:24][C:23](=O)[C:12]=4[CH:13]=[C:14]4[C:22]=3[C:18]3[O:19][CH2:20][O:21][C:17]=3[CH:16]=[CH:15]4)=[CH:9][C:4]=2[O:3][CH2:2]1.O.[NH2:29][NH2:30].[C:31]([OH:34])(=O)[CH3:32]>>[O:21]1[C:17]2[CH:16]=[CH:15][C:14]([C:13]3[C:9]4[C:8](=[CH:7][CH:6]=[C:5]5[O:1][CH2:2][O:3][C:4]5=4)[CH:10]=[C:11]4[C:25](=[O:26])[N:29]([NH:30][C:31](=[O:34])[CH3:32])[C:23](=[O:24])[C:12]=34)=[CH:22][C:18]=2[O:19][CH2:20]1 |f:1.2|. Procedure: A solution of anhydride 1 (145 mg, 0.4 mmol) in glacial acetic acid (10 mL) was refluxed with hydrazine hydrate (0.023 mL, 0.48 mmol) for 24 h under nitrogen and then poured, after cooling, into ice water. The resulting precipitate was filtered and dried under reduced pressure. The residue was purified by column chromatography on silica gel using CH2Cl2/MeOH (30:1 to 20:1, v/v) to give 25 (143 mg, 86%) as a yellow solid. mp 281-283° C.; 1H NMR (CDCl3) δ 8.34 (s, 1H, H4), 7.69 (d, 1H, H5, J=8.7 H... Reactants: C(=O)C=C (acrolein), C=CC(C)=C (isoprene), C1=CC=C(C=C1)P(C2=CC=CC=C2)C3=CC=CC=C3 (Ph3P), C12OCCC(CC1)CC2 (2-oxabicyclo[3.2.2]nonane), enol ether, alcohol, ketone, C[Mg]Br (methyl magnesium bromide). Product: C12OCCC(CC1O)CC2 (2-oxabicyclo[3.2.2]nonan-7-ol). As a reaction SMILES: [CH:1]12[CH2:9][CH2:8][CH:5]([CH2:6][CH2:7]1)[CH2:4][CH2:3][O:2]2.C(C=C)=[O:11].C=CC(=C)C.C1C=CC(P(C2C=CC=CC=2)C2C=CC=CC=2)=CC=1.C[Mg]Br>>[CH:1]12[CH2:9][CH2:8][CH:5]([CH2:6][CH:7]1[OH:11])[CH2:4][CH2:3][O:2]2. Procedure: When m is 1, n is 2 and p is 2, the ring system is a 2-oxabicyclo[3.2.2]nonane, another subclass of this invention. For example, compound XVp ##STR29## in which R2, R5 and R6 are methyl can be prepared by treating a Diels-Alder adduct of acrolein and isoprene with Ph3P=C(CH3)OCH3, hydrolyzing the resulting enol ether, treating the resulting ketone derivative with methyl magnesium bromide, and subjecting the resulting alcohol to epoxidation-cyclization to yield a 2-oxabicyclo[3.2.2]nonan-7-ol, wh... Starting materials: N1(C=NC2=C1C=CC=C2)C2=NC=C(C(=O)OCC)C=C2 (ethyl 6-(benzimidazol-1-yl)nicotinate), Cl.CC1=CC=C(C=C1)C(=O)C1CCNCC1 ((4-methylphenyl)(piperidin-4-yl)methanone hydrochloride). The product is N1(C=NC2=C1C=CC=C2)C2=CC=C(C=N2)C(=O)N2CCC(CC2)C(C2=CC=C(C=C2)C)=O ([6-(benzimidazol-1-yl)pyridin-3-yl][4-(4-methylbenzoyl)piperidin-1-yl]methanone). Isolated yield 45.6%. Reaction SMILES: [N:1]1([C:10]2[CH:20]=[CH:19][C:13]([C:14]([O:16]CC)=O)=[CH:12][N:11]=2)[C:5]2[CH:6]=[CH:7][CH:8]=[CH:9][C:4]=2[N:3]=[CH:2]1.Cl.[CH3:22][C:23]1[CH:28]=[CH:27][C:26]([C:29]([CH:31]2[CH2:36][CH2:35][NH:34][CH2:33][CH2:32]2)=[O:30])=[CH:25][CH:24]=1>>[N:1]1([C:10]2[N:11]=[CH:12][C:13]([C:14]([N:34]3[CH2:35][CH2:36][CH:31]([C:29](=[O:30])[C:26]4[CH:25]=[CH:24][C:23]([CH3:22])=[CH:28][CH:27]=4)[CH2:32][CH2:33]3)=[O:16])=[CH:19][CH:20]=2)[C:5]2[CH:6]=[CH:7][CH:8]=[CH:9][C:4]=2[N:3]=[CH:2]1 |f:1.2|. Reported procedure: Using ethyl 6-(benzimidazol-1-yl)nicotinate (300 mg) described in Preparation Example 78, (4-methylphenyl)(piperidin-4-yl)methanone hydrochloride (269 mg) and by the reaction and treatment in the same manner as in Example 170, the title compound (217 mg) was obtained. The reactants are [Al+3], O=C=O, COC(=O)C(CN1CCC(NC(=O)OC(C)(C)C)CC1)c1c(F)ccc2ncc(OC)nc12, CCOC(C)=O, [H-], [H-], [H-], [H-], [Li+], [Na+], C1CCOC1, [OH-]. The product is COc1cnc2ccc(F)c(C(CO)CN3CCC(NC(=O)OC(C)(C)C)CC3)c2n1. RXN SMILES: [Al+3:38].[C:34](=[O:35])=[O:36].[CH3:1][C:2]([CH3:3])([CH3:4])[O:5][C:6](=[O:7])[NH:8][CH:9]1[CH2:10][CH2:11][N:12]([CH2:15][CH:16]([C:17](=[O:18])[O:19][CH3:20])[c:21]2[c:22]3[n:23][c:24]([O:32][CH3:33])[cH:25][n:26][c:27]3[cH:28][cH:29][c:30]2[F:31])[CH2:13][CH2:14]1.[CH3:50][CH2:51][O:52][C:53](=[O:54])[CH3:55].[H-:37].[H-:40].[H-:41].[H-:42].[Li+:39].[Na+:44].[O:45]1[CH2:46][CH2:47][CH2:48][CH2:49]1.[OH-:43]>>[CH3:1][C:2]([CH3:3])([CH3:4])[O:5][C:6](=[O:7])[NH:8][CH:9]1[CH2:10][CH2:11][N:12]([CH2:15][CH:16]([CH2:17][OH:18])[c:21]2[c:22]3[n:23][c:24]([O:32][CH3:33])[cH:25][n:26][c:27]3[cH:28][cH:29][c:30]2[F:31])[CH2:13][CH2:14]1. The reactants are Cc1nc2c(Br)cc(Br)cn2c1C, CN(C)C=O, [H-], [Na+], O, OCc1ccccc1. The product is Cc1nc2c(OCc3ccccc3)cc(Br)cn2c1C. Reaction SMILES: [Br:11][c:12]1[cH:13][c:14]([Br:23])[c:15]2[n:16]([cH:17]1)[c:18]([CH3:22])[c:19]([CH3:21])[n:20]2.[CH3:25][N:26]([CH3:27])[CH:28]=[O:29].[H-:9].[Na+:10].[OH2:24].[OH:1][CH2:2][c:3]1[cH:4][cH:5][cH:6][cH:7][cH:8]1>>[O:1]([CH2:2][c:3]1[cH:4][cH:5][cH:6][cH:7][cH:8]1)[c:14]1[cH:13][c:12]([Br:11])[cH:17][n:16]2[c:15]1[n:20][c:19]([CH3:21])[c:18]2[CH3:22].